This data is from the Open Reaction Database (ORD), a public repository of structured organic reaction records. The task is: describe an organic reaction: reactants, conditions, products, and yield The reactants are FC1=CC=C(CCN2CCC(CC2)N2C=CC3=CC=C(C=C23)CN)C=C1 (1-[1-(4-fluorophenethyl)piperidin-4-yl]-6-aminomethylindole), C(C)(=O)OCC(=O)Cl (acetoxyacetyl chloride), N1=CC=CC=C1 (pyridine), O1CCCC1 (tetrahydrofuran), ice water. Solvent: C(C)(=O)OCC (ethyl acetate). Run at time 30 minute. Product: FC1=CC=C(CCN2CCC(CC2)N2C=CC3=CC=C(C=C23)CN2C(CCC2)=O)C=C1 (1-[1-(4-fluorophenethyl)piperidin-4-yl]-6-(2-pyrrolidon-1-yl)methylindole). The yield is 80.0%. Reaction SMILES: [F:1][C:2]1[CH:26]=[CH:25][C:5]([CH2:6][CH2:7][N:8]2[CH2:13][CH2:12][CH:11]([N:14]3[C:22]4[C:17](=[CH:18][CH:19]=[C:20]([CH2:23][NH2:24])[CH:21]=4)[CH:16]=[CH:15]3)[CH2:10][CH2:9]2)=[CH:4][CH:3]=1.C(OCC(Cl)=O)(=O)C.N1C=CC=CC=1.[O:41]1[CH2:45][CH2:44][CH2:43][CH2:42]1>C(OCC)(=O)C>[F:1][C:2]1[CH:3]=[CH:4][C:5]([CH2:6][CH2:7][N:8]2[CH2:9][CH2:10][CH:11]([N:14]3[C:22]4[C:17](=[CH:18][CH:19]=[C:20]([CH2:23][N:24]5[CH2:45][CH2:44][CH2:43][C:42]5=[O:41])[CH:21]=4)[CH:16]=[CH:15]3)[CH2:12][CH2:13]2)=[CH:25][CH:26]=1. Procedure details: A mixture of 1-[1-(4-fluorophenethyl)piperidin-4-yl]-6-aminomethylindole (150 mg) obtained in Example 322-3), acetoxyacetyl chloride (64 mg), pyridine (3 ml) and tetrahydrofuran (5 ml) was stirred under ice cooling for 30 min. Then ice water and ethyl acetate were added to the reaction mixtures. The organic layer was separated, washed with brine, dried over anhydrous magnesium sulfate and concentrated under reduced pressure. To the resulting residue were added methanol (10 ml) and potassium carb... Starting materials: CC(=O)Cl, ClC(Cl)Cl, Nc1cc(Br)nn1-c1c(Cl)cc(C(F)(F)F)cc1Cl, c1ccncc1. Yields the product CC(=O)Nc1cc(Br)nn1-c1c(Cl)cc(C(F)(F)F)cc1Cl. Reaction SMILES: [CH3:26][C:27]([Cl:28])=[O:29].[CH:30]([Cl:31])([Cl:32])[Cl:33].[NH2:7][c:8]1[cH:9][c:10]([Br:25])[n:11][n:12]1-[c:13]1[c:14]([Cl:24])[cH:15][c:16]([C:20]([F:21])([F:22])[F:23])[cH:17][c:18]1[Cl:19].[cH:1]1[cH:2][cH:3][n:4][cH:5][cH:6]1>>[NH:7]([c:8]1[cH:9][c:10]([Br:25])[n:11][n:12]1-[c:13]1[c:14]([Cl:24])[cH:15][c:16]([C:20]([F:21])([F:22])[F:23])[cH:17][c:18]1[Cl:19])[C:27]([CH3:26])=[O:29]. Reactants: C(C1=CC=CC=C1)OC(=O)N(C12CCC(CC1)(CC2)C(=O)ON2N=NC1=C2C=CC=C1)CC(=O)N1[C@@H](C[C@@H](C1)F)C#N ((2S,4S)-1-[[N-benzyloxycarbonyl-N-[4-(benzotriazol-1-yl)oxycarbonylbicyclo[2.2.2]oct-1-yl]amino]acetyl]-4-fluoropyrrolidine-2-carbonitrile), C(C)N(C(=O)[C@H]1CN(CCC1)C1CCNCC1)CC ((3R)—N,N-diethyl-1-(piperidin-4-yl)piperidine-3-carboxamide). The product is C(C1=CC=CC=C1)OC(=O)N(C12CCC(CC1)(CC2)C(=O)N2CCC(CC2)N2C[C@@H](CCC2)C(N(CC)CC)=O)CC(=O)N2[C@@H](C[C@@H](C2)F)C#N ((2S,4S)-1-[[N-benzyloxycarbonyl-N-[4-[4-[(3R)-3-(N,N-diethylcarbamoyl)piperidin-1-yl]piperidin-1-yl]carbonylbicyclo[2.2.2]oct-1-yl]amino]acetyl]-4-fluoropyrrolidine-2-carbonitrile). The yield is 77.8%. Reaction SMILES: [CH2:1]([O:8][C:9]([N:11]([CH2:32][C:33]([N:35]1[CH2:39][C@@H:38]([F:40])[CH2:37][C@H:36]1[C:41]#[N:42])=[O:34])[C:12]12[CH2:19][CH2:18][C:15]([C:20](ON3C4C=CC=CC=4N=N3)=[O:21])([CH2:16][CH2:17]1)[CH2:14][CH2:13]2)=[O:10])[C:2]1[CH:7]=[CH:6][CH:5]=[CH:4][CH:3]=1.[CH2:43]([N:45]([CH2:60][CH3:61])[C:46]([C@@H:48]1[CH2:53][CH2:52][CH2:51][N:50]([CH:54]2[CH2:59][CH2:58][NH:57][CH2:56][CH2:55]2)[CH2:49]1)=[O:47])[CH3:44]>>[CH2:1]([O:8][C:9]([N:11]([CH2:32][C:33]([N:35]1[CH2:39][C@@H:38]([F:40])[CH2:37][C@H:36]1[C:41]#[N:42])=[O:34])[C:12]12[CH2:19][CH2:18][C:15]([C:20]([N:57]3[CH2:56][CH2:55][CH:54]([N:50]4[CH2:51][CH2:52][CH2:53][C@@H:48]([C:46](=[O:47])[N:45]([CH2:60][CH3:61])[CH2:43][CH3:44])[CH2:49]4)[CH2:59][CH2:58]3)=[O:21])([CH2:16][CH2:17]1)[CH2:14][CH2:13]2)=[O:10])[C:2]1[CH:7]=[CH:6][CH:5]=[CH:4][CH:3]=1. Reported procedure: In a similar manner to Example 4, (2S,4S)-1-[[N-benzyloxycarbonyl-N-[4-(benzotriazol-1-yl)oxycarbonylbicyclo[2.2.2]oct-1-yl]amino]acetyl]-4-fluoropyrrolidine-2-carbonitrile (74.9 mg) and (3R)—N,N-diethyl-1-(piperidin-4-yl)piperidine-3-carboxamide (61.0 mg) were used to obtain (2S,4S)-1-[[N-benzyloxycarbonyl-N-[4-[4-[(3R)-3-(N,N-diethylcarbamoyl)piperidin-1-yl]piperidin-1-yl]carbonylbicyclo[2.2.2]oct-1-yl]amino]acetyl]-4-fluoropyrrolidine-2-carbonitrile (71.7 mg).